Dataset: the Open Reaction Database (ORD), a public repository of structured organic reaction records. Task: describe an organic reaction: reactants, conditions, products, and yield Starting materials: C(#N)C=1C(=C(C2=CC=CC=C2C1)C(=O)O)SCCNC[C@@H](CC=C)C1=CC(=C(C=C1)Cl)Cl (3-cyano-2-[(2-{[(2S)-2-(3,4-Dichlorophenyl)pent-4-enyl]amino}ethyl)thio]-1-naphthoic acid), C(#N)C=1C(=C(C2=CC=CC=C2C1)C(=O)O)SCCNC[C@@H](CC=C)C1=CC(=C(C=C1)Cl)Cl (3-cyano-2-[(2-{[(2S)-2-(3,4-Dichlorophenyl)pent-4-enyl]amino}ethyl)thio]-1-naphthoic acid), C(C)(C)N(CC)C(C)C (diisopropylethyl amine), O=C1OCCN1P(=O)(N1C(OCC1)=O)Cl (bis(2-oxo-3-oxazolidinyl)phosphinic chloride). The solvent is C(C)#N (acetonitrile), C(C)(=O)OCC (ethyl acetate). Reaction conditions: time 45 minute. Yields the product ClC=1C=C(C=CC1Cl)[C@@H](CN1CCSC2=C(C1=O)C1=CC=CC=C1C=C2C#N)CC=C (2-[(2S)-2-(3,4-Dichlorophenyl)pent-4-enyl]-1-oxo-1,2,3,4-tetrahydronaphtho[1,2-f][1,4]thiazepine-6-carbonitrile). The yield is 26.7%. RXN SMILES: [C:1]([C:3]1[C:4]([S:16][CH2:17][CH2:18][NH:19][CH2:20][C@H:21]([C:25]2[CH:30]=[CH:29][C:28]([Cl:31])=[C:27]([Cl:32])[CH:26]=2)[CH2:22][CH:23]=[CH2:24])=[C:5]([C:13]([OH:15])=O)[C:6]2[C:11]([CH:12]=1)=[CH:10][CH:9]=[CH:8][CH:7]=2)#[N:2].C(N(C(C)C)CC)(C)C.O=C1N(P(Cl)(N2CCOC2=O)=O)CCO1>C(#N)C.C(OCC)(=O)C>[Cl:32][C:27]1[CH:26]=[C:25]([C@H:21]([CH2:22][CH:23]=[CH2:24])[CH2:20][N:19]2[C:13](=[O:15])[C:5]3[C:6]4[C:11]([CH:12]=[C:3]([C:1]#[N:2])[C:4]=3[S:16][CH2:17][CH2:18]2)=[CH:10][CH:9]=[CH:8][CH:7]=4)[CH:30]=[CH:29][C:28]=1[Cl:31]. Procedure details: To a solution of 3-cyano-2-[(2-{[(2S)-2-(3,4-Dichlorophenyl)pent-4-enyl]amino}ethyl)thio]-1-naphthoic acid (Intermediate 6, 135 mg, 0.28 mmol) in dry acetonitrile (6 mL) under nitrogen at 0° C. was added diisopropylethyl amine (146 μL, 0.84 mmol) and bis(2-oxo-3-oxazolidinyl)phosphinic chloride (BOP-Cl, 86 mg, 0.34 mmol). Stirring was continued for 45 min as the reaction mixture was allowed to warm to ambient temperature. The reaction mixture was diluted with ethyl acetate (50 mL), washed with 0... The reactants are ClC=1C2=C(N=CN1)C=NC(=C2)N(C)C (4-chloro-6-(N,N-dimethylamino)pyrido[3,4-d]pyrimidine), N (ammonia), C(C1=CC=CC=C1)OC1=C(C=C(N)C=C1)Cl (4-benzyloxy-3-chloroaniline), ClCCl (dichloromethane). Solvent: C(C)O (ethanol). The product is Cl.C(C1=CC=CC=C1)OC1=C(C=C(NC=2C3=C(N=CN2)C=NC(=C3)N(C)C)C=C1)Cl (4-(4-Benzyloxy-3-chloroanilino)-6-(N,N-dimethylamino)pyrido[3,4-d]pyrimidine hydrochloride). As a reaction SMILES: [Cl:1][C:2]1[C:3]2[CH:11]=[C:10]([N:12]([CH3:14])[CH3:13])[N:9]=[CH:8][C:4]=2[N:5]=[CH:6][N:7]=1.[CH2:15]([O:22][C:23]1[CH:29]=[CH:28][C:26]([NH2:27])=[CH:25][C:24]=1[Cl:30])[C:16]1[CH:21]=[CH:20][CH:19]=[CH:18][CH:17]=1.ClCCl.N>C(O)C>[ClH:1].[CH2:15]([O:22][C:23]1[CH:29]=[CH:28][C:26]([NH:27][C:2]2[C:3]3[CH:11]=[C:10]([N:12]([CH3:14])[CH3:13])[N:9]=[CH:8][C:4]=3[N:5]=[CH:6][N:7]=2)=[CH:25][C:24]=1[Cl:30])[C:16]1[CH:17]=[CH:18][CH:19]=[CH:20][CH:21]=1 |f:5.6|. Procedure: Prepared according to Procedure A from 4-chloro-6-(N,N-dimethylamino)pyrido[3,4-d]pyrimidine and 4-benzyloxy-3-chloroaniline (prepared according to the published method: WO96/09294); tlc (dichloromethane:ethanol:aq. ammonia, 100:8:1) Rf 0.48; m/z (M+1)+406. The reactants are ClC1=NC=CC(=C1)C(CC1=C(C=CC=C1)C)(C)O (2-(2-Chloro-pyridin-4-yl)-1-o-tolyl-propan-2-ol), C1(CCCCC1)P(C1=C(C=CC=C1)C1=CC=CC=C1)C1CCCCC1 (2-(dicyclohexylphosphino)biphenyl), [NH4+].[Cl-] (NH4Cl), [Li+].C[Si](C)(C)[N-][Si](C)(C)C (LiHMDS). Reagents/catalysts: C=1C=CC(=CC1)/C=C/C(=O)/C=C/C2=CC=CC=C2.C=1C=CC(=CC1)/C=C/C(=O)/C=C/C2=CC=CC=C2.C=1C=CC(=CC1)/C=C/C(=O)/C=C/C2=CC=CC=C2.[Pd].[Pd] (tris(dibenzylideneacetone)dipalladium(0)). Solvent: C1CCOC1 (THF), O (water). Yields the product NC1=NC=CC(=C1)C(CC1=C(C=CC=C1)C)(C)O (2-(2-Amino-pyridin-4-yl)-1-o-tolyl-propan-2-ol). Isolated yield 28.3%. Reaction SMILES: Cl[C:2]1[CH:7]=[C:6]([C:8]([OH:18])([CH3:17])[CH2:9][C:10]2[CH:15]=[CH:14][CH:13]=[CH:12][C:11]=2[CH3:16])[CH:5]=[CH:4][N:3]=1.C1(P(C2CCCCC2)C2C=CC=CC=2C2C=CC=CC=2)CCCCC1.[Li+].C[Si]([N-:49][Si](C)(C)C)(C)C.[NH4+].[Cl-]>C1COCC1.C1C=CC(/C=C/C(/C=C/C2C=CC=CC=2)=O)=CC=1.C1C=CC(/C=C/C(/C=C/C2C=CC=CC=2)=O)=CC=1.C1C=CC(/C=C/C(/C=C/C2C=CC=CC=2)=O)=CC=1.[Pd].[Pd].O>[NH2:49][C:2]1[CH:7]=[C:6]([C:8]([OH:18])([CH3:17])[CH2:9][C:10]2[CH:15]=[CH:14][CH:13]=[CH:12][C:11]=2[CH3:16])[CH:5]=[CH:4][N:3]=1 |f:2.3,4.5,7.8.9.10.11|. Reported procedure: 2-(2-Chloro-pyridin-4-yl)-1-o-tolyl-propan-2-ol (141 mg, 0.54 mmol), tris(dibenzylideneacetone)dipalladium(0) (99 mg, 0.11 mmol) and 2-(dicyclohexylphosphino)biphenyl (99 mg, 0.28 mmol) are mixed in dry THF (5 mL). Then Argon is bubbled through the solution for 5 min and 1.0 M LiHMDS (2.2 mL, 2.2 mmol) is added. Then the reaction mixture is heated at 65° C. for 16 hrs before the saturated NH4Cl aqueous solution (10 mL) is added along with water (20 mL). The mixture is extracted with EtOAc (3×25 ... Reactants: NC1=CC=C(C(=N1)C(CC1=CC(=CC(=C1)F)F)NC(CC1=CNC2=CC=C(C=C12)F)=O)Br (N-(1-(6-amino-3-bromopyridin-2-yl)-2-(3,5-difluorophenyl)ethyl)-2-(5-fluoro-1H-indol-3-yl)acetamide), ClC1=CC=C(C=C1)B(O)O (4-chlorophenyl boronic acid). Product: NC1=CC=C(C(=N1)C(CC1=CC(=CC(=C1)F)F)NC(CC1=CNC2=CC=C(C=C12)F)=O)C1=CC=C(C=C1)Cl (N-(1-(6-amino-3-(4-chlorophenyl)pyridin-2-yl)-2-(3,5-difluorophenyl)ethyl)-2-(5-fluoro-1H-indol-3-yl)acetamide). As a reaction SMILES: [NH2:1][C:2]1[N:7]=[C:6]([CH:8]([NH:18][C:19](=[O:31])[CH2:20][C:21]2[C:29]3[C:24](=[CH:25][CH:26]=[C:27]([F:30])[CH:28]=3)[NH:23][CH:22]=2)[CH2:9][C:10]2[CH:15]=[C:14]([F:16])[CH:13]=[C:12]([F:17])[CH:11]=2)[C:5](Br)=[CH:4][CH:3]=1.[Cl:33][C:34]1[CH:39]=[CH:38][C:37](B(O)O)=[CH:36][CH:35]=1>>[NH2:1][C:2]1[N:7]=[C:6]([CH:8]([NH:18][C:19](=[O:31])[CH2:20][C:21]2[C:29]3[C:24](=[CH:25][CH:26]=[C:27]([F:30])[CH:28]=3)[NH:23][CH:22]=2)[CH2:9][C:10]2[CH:15]=[C:14]([F:16])[CH:13]=[C:12]([F:17])[CH:11]=2)[C:5]([C:37]2[CH:38]=[CH:39][C:34]([Cl:33])=[CH:35][CH:36]=2)=[CH:4][CH:3]=1. Reported procedure: The title compound was prepared according to the method presented for the synthesis of compound IH of Example 1 utilizing 1G and 4-chlorophenyl boronic acid. 1H NMR (400 MHz, CDCl3) δ 8.17 (s, 1H), 7.63 (d, J=8.1 Hz, 1H), 7.52 (d, J=9.0 Hz, 1H), 7.45 (d, J=8.5 Hz, 2H), 7.31-7.23 (m, 6H), 7.19 (s, 1H), 6.89 (t, J=10.0 Hz, 2H), 6.65 (d, J=8.9 Hz, 1H), 6.52 (t, J=8.9 Hz, 1H), 6.26 (d, J=5.9 Hz, 2H), 5.27 (dd, J=16.5, 8.2 Hz, 1H), 3.61 (s, 2H), 3.00 (dd, J=13.6, 9.3 Hz, 1H), 2.85 (dd, J=13.7, 7.5 Hz... Reactants: C(=O)(OC)C1=CC(N=C2N1C1=C(C(=NC2)C2=CC=CC=C2)C=C(C=C1)Cl)=O (1-carbomethoxy-9-chloro-7-phenylpyrimido[1,2-a][1,4]benzodiazepin-3(5H)-one), [H-].[Al+3].[Li+].[H-].[H-].[H-] (lithium aluminum hydride), [OH-].[Na+] (sodium hydroxide), O (water). The solvent is O1CCCC1 (tetrahydrofuran). Yields the product OCC1=CC(N=C2N1C1=C(C(=NC2)C2=CC=CC=C2)C=C(C=C1)Cl)=O (1-hydroxymethyl-9-chloro-7-phenylpyrimido[1,2-a][1,4]benzodiazepin-3(5H)-one). Reaction SMILES: [C:1]([C:5]1[N:10]2[C:11]3[CH:25]=[CH:24][C:23]([Cl:26])=[CH:22][C:12]=3[C:13]([C:16]3[CH:21]=[CH:20][CH:19]=[CH:18][CH:17]=3)=[N:14][CH2:15][C:9]2=[N:8][C:7](=[O:27])[CH:6]=1)(OC)=[O:2].[H-].[Al+3].[Li+].[H-].[H-].[H-].O.[OH-].[Na+]>O1CCCC1>[OH:2][CH2:1][C:5]1[N:10]2[C:11]3[CH:25]=[CH:24][C:23]([Cl:26])=[CH:22][C:12]=3[C:13]([C:16]3[CH:17]=[CH:18][CH:19]=[CH:20][CH:21]=3)=[N:14][CH2:15][C:9]2=[N:8][C:7](=[O:27])[CH:6]=1 |f:1.2.3.4.5.6,8.9|. Reported procedure: A solution of 1 mmole of 1-carbomethoxy-9-chloro-7-phenylpyrimido[1,2-a][1,4]benzodiazepin-3(5H)-one in tetrahydrofuran was reacted at room temperature with the stoichiometric amount of lithium aluminum hydride and stirred for several hours. It was decomposed with water and 15% sodium hydroxide and worked up to give 1-hydroxymethyl-9-chloro-7-phenylpyrimido[1,2-a][1,4]benzodiazepin-3(5H)-one.